This data is from the Open Reaction Database (ORD), a public repository of structured organic reaction records. The task is: describe an organic reaction: reactants, conditions, products, and yield Starting materials: NCCN1CCCCC1 (1-(2-aminoethyl)piperidine), C1(=CC=C(C=C1)COC1=NC=C(C(=O)O)C=C1)C1=CC=CC=C1 (6-(4-biphenylylmethoxy)nicotinic acid), CCN=C=NCCCN(C)C (WSC), C=1C=CC2=C(C1)N=NN2O (HOBt). The solvent is C(C)#N (acetonitrile), C(C)N(CC)CC (triethylamine), C1CCOC1 (THF), C([O-])([O-])=O.[K+].[K+] (potassium carbonate). Reaction conditions: time 36 hour. Product: C1(=CC=C(C=C1)COC1=NC=C(C(=O)NCCN2CCCCC2)C=C1)C1=CC=CC=C1 (6-(4-Biphenylylmethoxy)-N-(2-piperidinoethyl)nicotinamide). The yield is 66.1%. As a reaction SMILES: [NH2:1][CH2:2][CH2:3][N:4]1[CH2:9][CH2:8][CH2:7][CH2:6][CH2:5]1.[C:10]1([C:27]2[CH:32]=[CH:31][CH:30]=[CH:29][CH:28]=2)[CH:15]=[CH:14][C:13]([CH2:16][O:17][C:18]2[CH:26]=[CH:25][C:21]([C:22](O)=[O:23])=[CH:20][N:19]=2)=[CH:12][CH:11]=1.CCN=C=NCCCN(C)C.C1C=CC2N(O)N=NC=2C=1>C(#N)C.C(=O)([O-])[O-].[K+].[K+].C(N(CC)CC)C.C1COCC1>[C:10]1([C:27]2[CH:28]=[CH:29][CH:30]=[CH:31][CH:32]=2)[CH:15]=[CH:14][C:13]([CH2:16][O:17][C:18]2[CH:26]=[CH:25][C:21]([C:22]([NH:1][CH2:2][CH2:3][N:4]3[CH2:9][CH2:8][CH2:7][CH2:6][CH2:5]3)=[O:23])=[CH:20][N:19]=2)=[CH:12][CH:11]=1 |f:5.6.7|. Procedure details: To a solution of 1-(2-aminoethyl)piperidine (260 mg) in acetonitrile (5 ml)/THF (10 ml) were added 6-(4-biphenylylmethoxy)nicotinic acid (500 mg), WSC (380 mg), HOBt (260 mg), and triethylamine (0.7 ml) at room temperature. After stirring at room temperature for 36 hr, the reaction mixture was diluted with 5% aqueous potassium carbonate and extracted with ethyl acetate. The organic layer was washed with water and saturated aqueous sodium chloride sequentially, dried, and concentrated. The residu...